From a dataset of the Open Reaction Database (ORD), a public repository of structured organic reaction records. describe an organic reaction: reactants, conditions, products, and yield The reactants are BrN1C(CCC1=O)=O (N-bromosuccinimide), C(C=C)C1=C2C=CC(NC2=C(C=C1O)C)=O (5-allyl-6-hydroxy-8-methylcarbostyril), resultant residue, C(C=C)C1=C2C=CC(NC2=C(C=C1O)C)=O (5-Allyl-6-hydroxy-8-methylcarbostyril), O (water), O1CCCC1 (tetrahydrofuran). The solvent is C(Cl)(Cl)Cl (chloroform). Product: BrCC1CC2=C3C=CC(NC3=C(C=C2O1)C)=O (2-bromomethyl-5-methyl-1,2-dihydrofuro-[3,2-f]quinoline-7-one). Isolated yield 38.3%. As a reaction SMILES: [CH2:1]([C:4]1[C:13]([OH:14])=[CH:12][C:11]([CH3:15])=[C:10]2[C:5]=1[CH:6]=[CH:7][C:8](=[O:16])[NH:9]2)[CH:2]=[CH2:3].[Br:17]N1C(=O)CCC1=O.O.O1CCCC1>C(Cl)(Cl)Cl>[Br:17][CH2:3][CH:2]1[O:14][C:13]2[C:4](=[C:5]3[C:10](=[C:11]([CH3:15])[CH:12]=2)[NH:9][C:8](=[O:16])[CH:7]=[CH:6]3)[CH2:1]1. Procedure: 5-Allyl-6-hydroxy-8-methylcarbostyril (9.36 g, 43.5 mmol) was dissolved in chloroform (11) with heat. To the obtained solution, N-bromosuccinimide (7.75 g, 43.5 mmol) was added, and the mixture was refluxed for 2 hours. After completion of the reaction, water was added to the reaction mixture, and unreacted 5-allyl-6-hydroxy-8-methylcarbostyril (2.2 g, 23.5%) was separated as an insoluble matter by filtration. The filtrate was washed with water, dried and condensed. The resultant residue was sub... Starting materials: C1(CCCCC1)=C1C(OC(OC1=O)(C)C)=O (5-Cyclohexylidene-2,2-dimethyl-1,3-dioxane-4,6-dione), COC=1C=C(C=CC1)[Mg]Br ((3-methoxyphenyl)magnesium bromide), CC1=C(C=CC(=C1)COC=1C=C(C=CC1)CCC(=O)O)C1=CC(=CC=C1)OC (3-(3-(((2-Methyl-3′-(methyloxy)-1,1′-biphenyl-4-yl)methyl)oxy)phenyl)propanoic acid). Product: COC=1C=C(C=CC1)C1(CCCCC1)C1C(OC(OC1=O)(C)C)=O (5-(1-(3-Methoxyphenyl)cyclohexyl)-2,2-dimethyl-1,3-dioxane-4,6-dione). RXN SMILES: [C:1]1(=[C:7]2[C:12](=[O:13])[O:11][C:10]([CH3:15])([CH3:14])[O:9][C:8]2=[O:16])[CH2:6][CH2:5][CH2:4][CH2:3][CH2:2]1.[CH3:17][O:18][C:19]1[CH:20]=[C:21]([Mg]Br)[CH:22]=[CH:23][CH:24]=1.CC1C=C(COC2C=C(CCC(O)=O)C=CC=2)C=CC=1C1C=CC=C(OC)C=1>>[CH3:17][O:18][C:19]1[CH:24]=[C:23]([C:1]2([CH:7]3[C:12](=[O:13])[O:11][C:10]([CH3:14])([CH3:15])[O:9][C:8]3=[O:16])[CH2:2][CH2:3][CH2:4][CH2:5][CH2:6]2)[CH:22]=[CH:21][CH:20]=1. Procedure: 5-(2-(3-Methoxyphenyl)propan-2-yl)-2,2-dimethyl-1,3-dioxane-4,6-dione (105.B) was prepared from 105.A and (3-methoxyphenyl)magnesium bromide (1.0 M in THF solution from Aldrich) using a procedure described in Huang, X.; et. al.; Tetrahedron Letters; 1982, (1); pp. 75-76. MS ESI (neg.) m/e: 331.1 (M−H)−.